Dataset: the Open Reaction Database (ORD), a public repository of structured organic reaction records. Task: describe an organic reaction: reactants, conditions, products, and yield Starting materials: C([O-])([O-])=O.[K+].[K+] (potassium carbonate), BrCC (bromoethane), C=1C=CC(=CC1)C2=C(C(=O)C=3C(=CC(=CC3O2)O)O)O (Galangin), CC(=O)C (acetone). Run at time 8 hour. Yields the product C(C)OC1=C(OC2=CC(=CC(=C2C1=O)O)OCC)C1=CC=CC=C1 (3, 7-Diethoxy-5-hydroxyflavone). The yield is 64.0%. RXN SMILES: [CH:1]1[CH:2]=[CH:3][C:4]([C:7]2[O:17][C:16]3[CH:15]=[C:14]([OH:18])[CH:13]=[C:12]([OH:19])[C:11]=3[C:9](=[O:10])[C:8]=2[OH:20])=[CH:5][CH:6]=1.C(=O)([O-])[O-].[K+].[K+].Br[CH2:28][CH3:29].[CH3:30][C:31](C)=O>>[CH2:30]([O:20][C:8]1[C:9](=[O:10])[C:11]2[C:16](=[CH:15][C:14]([O:18][CH2:28][CH3:29])=[CH:13][C:12]=2[OH:19])[O:17][C:7]=1[C:4]1[CH:5]=[CH:6][CH:1]=[CH:2][CH:3]=1)[CH3:31] |f:1.2.3|. Reported procedure: Galangin (27 mg, 0.1 mmol) was dissolved in dried acetone (20 mL), solid potassium carbonate (0.5 g) and bromoethane (1 mL) were added and the mixture was stirred overnight, at room temperature. The solution was filtered and evaporated, water (20 mL) and concentrated ammonium hydroxide (2 mL) were added and the solution was extracted with ethyl acetate (20 mL×2). The solution was dried and the solvent was evaporated. The residue was purified by preparative TLC plate (silica, ethyl acetate/petrol... The reactants are Cl.NCCC1=CC=C(C=C1)C(C(=O)OCC)(C)C (ethyl 2-[4-(2-aminoethyl)-phenyl]-2-methylpropionate hydrochloride), ClC=1C=CC(=C(C(=O)Cl)C1)OC (5-chloro-2-methoxybenzoyl chloride). The product is ClC=1C=CC(=C(C(=O)NCCC2=CC=C(C=C2)C(C(=O)OCC)(C)C)C1)OC (ethyl 2-{4-[2-(5-chloro-2-methoxybenzamido)-ethyl]-phenyl}-2-methylpropionate), ClC=1C=CC(=C(C(=O)NCCC2=CC=C(C=C2)C(C(=O)O)(C)C)C1)OC (2-{4-[2-(5-chloro-2-methoxybenzamido)-ethyl]-phenyl}-2-methylpropionic acid). As a reaction SMILES: Cl.[NH2:2][CH2:3][CH2:4][C:5]1[CH:10]=[CH:9][C:8]([C:11]([CH3:18])([CH3:17])[C:12]([O:14][CH2:15][CH3:16])=[O:13])=[CH:7][CH:6]=1.[Cl:19][C:20]1[CH:21]=[CH:22][C:23]([O:29][CH3:30])=[C:24]([CH:28]=1)[C:25](Cl)=[O:26]>>[Cl:19][C:20]1[CH:21]=[CH:22][C:23]([O:29][CH3:30])=[C:24]([CH:28]=1)[C:25]([NH:2][CH2:3][CH2:4][C:5]1[CH:10]=[CH:9][C:8]([C:11]([CH3:17])([CH3:18])[C:12]([O:14][CH2:15][CH3:16])=[O:13])=[CH:7][CH:6]=1)=[O:26].[Cl:19][C:20]1[CH:21]=[CH:22][C:23]([O:29][CH3:30])=[C:24]([CH:28]=1)[C:25]([NH:2][CH2:3][CH2:4][C:5]1[CH:6]=[CH:7][C:8]([C:11]([CH3:17])([CH3:18])[C:12]([OH:14])=[O:13])=[CH:9][CH:10]=1)=[O:26] |f:0.1|. Procedure details: In an analogous manner, by the reaction of ethyl 2-[4-(2-aminoethyl)-phenyl]-2-methylpropionate hydrochloride with 5-chloro-2-methoxybenzoyl chloride, there is obtained, via ethyl 2-{4-[2-(5-chloro-2-methoxybenzamido)-ethyl]-phenyl}-2-methylpropionate (oil), 2-{4-[2-(5-chloro-2-methoxybenzamido)-ethyl]-phenyl}-2-methylpropionic acid; m.p. 149°-150° C., after recrystallization from glacial acetic acid.